From a dataset of the Open Reaction Database (ORD), a public repository of structured organic reaction records. describe an organic reaction: reactants, conditions, products, and yield The reactants are O=C([O-])C=CC(=O)[O-], CN1CCCC(CCl)C1, [Cl-], N#Cc1ccc(Cl)c(Cl)c1, N#Cc1ccc(F)cc1, I, [Mg], [NH4+], O. The product is CN1CCCC(CC(=O)c2ccc(Cl)c(Cl)c2)C1. Reaction SMILES: [C:33]([O-:34])(=[O:35])[CH:36]=[CH:38][C:39](=[O:37])[O-:40].[CH3:2][N:3]1[CH2:4][CH:5]([CH2:9][Cl:10])[CH2:6][CH2:7][CH2:8]1.[Cl-:31].[Cl:21][c:22]1[cH:23][c:24]([C:25]#[N:26])[cH:27][cH:28][c:29]1[Cl:30].[F:12][c:13]1[cH:14][cH:15][c:16]([C:17]#[N:18])[cH:19][cH:20]1.[I:11].[Mg:1].[NH4+:32].[OH2:41]>>[CH3:2][N:3]1[CH2:4][CH:5]([CH2:9][C:25]([c:24]2[cH:23][c:22]([Cl:21])[c:29]([Cl:30])[cH:28][cH:27]2)=[O:37])[CH2:6][CH2:7][CH2:8]1.